This data is from the Open Reaction Database (ORD), a public repository of structured organic reaction records. The task is: describe an organic reaction: reactants, conditions, products, and yield Reactants: C[O-], CO, ClCC1CO1, [Na+], CC(=O)c1cc(C)ccc1O. The product is CC(=O)c1cc(C)ccc1OCC1CO1. As a reaction SMILES: [CH3:17][O-:18].[CH3:20][OH:21].[Cl:12][CH2:13][CH:14]1[O:15][CH2:16]1.[Na+:19].[OH:1][c:2]1[c:3]([C:9]([CH3:10])=[O:11])[cH:4][c:5]([CH3:8])[cH:6][cH:7]1>>[O:1]([c:2]1[c:3]([C:9]([CH3:10])=[O:11])[cH:4][c:5]([CH3:8])[cH:6][cH:7]1)[CH2:13][CH:14]1[O:15][CH2:16]1. Reactants: FC1=CC2=C(C(=NO2)C2CCN(CC2)CCCO)C=C1 (3-[4-(6-fluoro-1,2-benzisoxazol-3-yl)-1-piperidinyl]propanol), C(CCCCCCCCC)(=O)Cl (decanoyl chloride), C(\C=C\C(=O)O)(=O)O (fumaric acid), fumarate salt. As a reaction SMILES: [F:1][C:2]1[CH:20]=[CH:19][C:5]2[C:6]([CH:9]3[CH2:14][CH2:13][N:12]([CH2:15][CH2:16][CH2:17][OH:18])[CH2:11][CH2:10]3)=[N:7][O:8][C:4]=2[CH:3]=1.[C:21](Cl)(=[O:31])[CH2:22][CH2:23][CH2:24][CH2:25][CH2:26][CH2:27][CH2:28][CH2:29][CH3:30].[C:33]([OH:40])(=[O:39])/[CH:34]=[CH:35]/[C:36]([OH:38])=[O:37]>C(Cl)Cl.C(O)C>[C:33]([OH:40])(=[O:39])/[CH:34]=[CH:35]/[C:36]([OH:38])=[O:37].[C:21]([O:18][CH2:17][CH2:16][CH2:15][N:12]1[CH2:13][CH2:14][CH:9]([C:6]2[C:5]3[CH:19]=[CH:20][C:2]([F:1])=[CH:3][C:4]=3[O:8][N:7]=2)[CH2:10][CH2:11]1)(=[O:31])[CH2:22][CH2:23][CH2:24][CH2:25][CH2:26][CH2:27][CH2:28][CH2:29][CH3:30] |f:5.6|. Reaction conditions: time 20 minute. Yields the product C(\C=C\C(=O)O)(=O)O.C(CCCCCCCCC)(=O)OCCCN1CCC(CC1)C1=NOC2=C1C=CC(=C2)F (3-[4-(6-Fluoro-1,2-benzisoxazol-3-yl)-1-piperidinyl]propyl decanoate fumarate). Procedure: To a solution 3-[4-(6-fluoro-1,2-benzisoxazol-3-yl)-1-piperidinyl]propanol (1.81 g, 6.5 mmol) triethylamine (0.9 g, 9.0 mmol) in DCM (45 ml) was added decanoyl chloride (1.5 g, 7.8 mmol) dropwise at room temperature. The mixture was stirred for 20 minutes, then concentrated down to a crude solid. The solid was extracted into EtOAc (20 ml), and the insoluble salts were filtered. The EtOAc was removed. The crude oil was purified by flash choursomatography (Sorbsil C-30, 30 g; eluted with MeOH:DCM)... Run in C(Cl)Cl (DCM), C(C)O (ethanol). The reactants are CC(C)(C)OC(=O)N1CCC(Nc2c(N)cnc3c2ccn3S(=O)(=O)c2ccccc2)CC1, CCN=C=NCCCN(C)C, CCN(C(C)C)C(C)C, O=C(O)CC1CCCC1, ClCCl, Cl. The product is CC(C)(C)OC(=O)N1CCC(Nc2c(NC(=O)CC3CCCC3)cnc3c2ccn3S(=O)(=O)c2ccccc2)CC1. As a reaction SMILES: [C:31]([CH3:32])([CH3:33])([CH3:34])[O:35][C:36](=[O:37])[N:38]1[CH2:39][CH2:40][CH:41]([NH:44][c:45]2[c:46]3[c:47]([n:48][cH:49][c:50]2[NH2:51])[n:52]([S:55](=[O:56])(=[O:57])[c:58]2[cH:59][cH:60][cH:61][cH:62][cH:63]2)[cH:53][cH:54]3)[CH2:42][CH2:43]1.[CH3:20][N:21]([CH3:22])[CH2:23][CH2:24][CH2:25][N:26]=[C:27]=[N:28][CH2:29][CH3:30].[CH:10]([N:11]([CH:12]([CH3:13])[CH3:14])[CH2:15][CH3:16])([CH3:17])[CH3:18].[CH:1]1([CH2:6][C:7](=[O:8])[OH:9])[CH2:2][CH2:3][CH2:4][CH2:5]1.[Cl:64][CH2:65][Cl:66].[ClH:19]>>[CH:1]1([CH2:6][C:7](=[O:9])[NH:51][c:50]2[c:45]([NH:44][CH:41]3[CH2:40][CH2:39][N:38]([C:36]([O:35][C:31]([CH3:32])([CH3:33])[CH3:34])=[O:37])[CH2:43][CH2:42]3)[c:46]3[c:47]([n:48][cH:49]2)[n:52]([S:55](=[O:56])(=[O:57])[c:58]2[cH:59][cH:60][cH:61][cH:62][cH:63]2)[cH:53][cH:54]3)[CH2:2][CH2:3][CH2:4][CH2:5]1. The reactants are C(C(O)C1=CC=CC=C1)(=O)O[C@H](CCN)C1=CC(=CC=C1)OCC1CCCCC1 ((R)-3-amino-1-(3-(cyclohexylmethoxy)phenyl)propan-1-ol mandelate), [Cl-].[Na+] (sodium chloride), Cl (hydrogen chloride), CC(C)O (2-propanol). Run in C(C)(=O)OC(C)C (isopropyl acetate), [OH-].[Na+] (sodium hydroxide), C(C)(=O)OC(C)C (iPrOAc). Reaction conditions: temperature 40 celsius. Yields the product Cl.NCC[C@@H](O)C1=CC(=CC=C1)OCC1CCCCC1 ((R)-3-amino-1-(3-(cyclohexylmethoxy)phenyl)propan-1-ol hydrochloride). The yield is 89.4%. RXN SMILES: C([O:11][C@@H:12]([C:16]1[CH:21]=[CH:20][CH:19]=[C:18]([O:22][CH2:23][CH:24]2[CH2:29][CH2:28][CH2:27][CH2:26][CH2:25]2)[CH:17]=1)[CH2:13][CH2:14][NH2:15])(=O)C(C1C=CC=CC=1)O.[Cl-:30].[Na+].Cl.CC(O)C>C(OC(C)C)(=O)C.[OH-].[Na+]>[ClH:30].[NH2:15][CH2:14][CH2:13][C@H:12]([C:16]1[CH:21]=[CH:20][CH:19]=[C:18]([O:22][CH2:23][CH:24]2[CH2:29][CH2:28][CH2:27][CH2:26][CH2:25]2)[CH:17]=1)[OH:11] |f:1.2,6.7,8.9|. Procedure details: Alternatively, (R)-3-Amino-1-(3-(cyclohexylmethoxy)phenyl)propan-1-ol was prepared by the following procedure. Borane-methyl sulfide complex (2.80 L, 31.3 mol) was charged to a solution of 3-(3-(cyclohexylmethoxy)phenyl)-3-hydroxypropanenitrile (6.20 kg, 23.9 mol) in THF (17.9 L) keeping the temperature below 67° C. and allowing methyl sulfide/THF to distill off. Once the addition was complete the methyl sulfide/THF distillation was continued until ˜6 L has been collected. The removed volume was... Product: Cl.CC1(N(CCC2=CC=CC=C12)CCC1=CC=CC=C1)C1=CC=CC=C1 (1-Methyl-1-phenyl-2-phenethyl-1,2,3,4-tetrahydroisoquinoline hydrochloride). Reported procedure: 1-Methyl-1-phenyl-2-phenethyl-1,2,3,4-tetrahydroisoquinoline hydrochloride was prepared by reacting 1-phenyl-3,4-dihydroisoquinoline with phenethyl bromide, then 3M diethyl ether solution of methylmagnesium bromide according to a similar manner to that of Example 26, and then converting the resultant compound to its hydrochloride according to a conventional manner. Starting materials: C1(=CC=CC=C1)C1=NCCC2=CC=CC=C12 (1-phenyl-3,4-dihydroisoquinoline), resultant compound, Cl (hydrochloride), C(CC1=CC=CC=C1)Br (phenethyl bromide), C[Mg]Br (methylmagnesium bromide). As a reaction SMILES: [C:1]1([C:7]2[C:16]3[C:11](=[CH:12][CH:13]=[CH:14][CH:15]=3)[CH2:10][CH2:9][N:8]=2)[CH:6]=[CH:5][CH:4]=[CH:3][CH:2]=1.[CH2:17](Br)[CH2:18][C:19]1[CH:24]=[CH:23][CH:22]=[CH:21][CH:20]=1.[CH3:26][Mg]Br.[ClH:29]>C(OCC)C>[ClH:29].[CH3:26][C:7]1([C:1]2[CH:2]=[CH:3][CH:4]=[CH:5][CH:6]=2)[C:16]2[C:11](=[CH:12][CH:13]=[CH:14][CH:15]=2)[CH2:10][CH2:9][N:8]1[CH2:17][CH2:18][C:19]1[CH:24]=[CH:23][CH:22]=[CH:21][CH:20]=1 |f:5.6|. Run in C(C)OCC (diethyl ether). Reactants: BrC1=CC=C(N)C=C1 (4-Bromo-aniline), O=C1C(CCC1)C#N (2-Oxo-cyclopentane-carbonitrile), [Cl-].[Ca+2].[Cl-] (calcium chloride). Yields the product BrC1=CC=C(C=C1)NC1=C(CCC1)C#N (2-(4'Bromophenyl) amino-cyclopentene-1-carbonitrile). RXN SMILES: [Br:1][C:2]1[CH:8]=[CH:7][C:5]([NH2:6])=[CH:4][CH:3]=1.O=[C:10]1[CH2:14][CH2:13][CH2:12][CH:11]1[C:15]#[N:16].[Cl-].[Ca+2].[Cl-]>>[Br:1][C:2]1[CH:8]=[CH:7][C:5]([NH:6][C:10]2[CH2:14][CH2:13][CH2:12][C:11]=2[C:15]#[N:16])=[CH:4][CH:3]=1 |f:2.3.4|. Procedure details: 4-Bromo-aniline (Aldrich Chemicals) (3.5 g, 20 mmol), cyano-ketone (Example 11) (2.2 g, 20 mmol), calcium chloride (2.5 g, 23 mmol) and T.H.F. (30 ml) were heated under reflux for 7 hours. After being allowed to cool, the mixture was filtered and the solvent evaporated. Kugelrohr distillation (150° C., 0.07 mmHg) gave the product as a brown-grey powder. The reactants are O.O.O.O.O.O.N1CCNCC1 (piperazine hexahydrate), Cl.Cl.N1CCNCC1 (piperazine dihydrochloride), BrCC1=CC=C(C(=O)OC)C=C1 (methyl 4-bromomethylbenzoate). Run in CO (methanol). Reaction conditions: time 2 day. Yields the product N1(CCNCC1)CC1=CC=C(C(=O)OC)C=C1 (Methyl 4-(piperazin-1-ylmethyl)-benzoate). The yield is 64.0%. As a reaction SMILES: O.O.O.O.O.O.[NH:7]1[CH2:12][CH2:11][NH:10][CH2:9][CH2:8]1.Cl.Cl.N1CCNCC1.Br[CH2:22][C:23]1[CH:32]=[CH:31][C:26]([C:27]([O:29][CH3:30])=[O:28])=[CH:25][CH:24]=1>CO>[N:7]1([CH2:22][C:23]2[CH:32]=[CH:31][C:26]([C:27]([O:29][CH3:30])=[O:28])=[CH:25][CH:24]=2)[CH2:12][CH2:11][NH:10][CH2:9][CH2:8]1 |f:0.1.2.3.4.5.6,7.8.9|. Reported procedure: A mixtue of 38 g. (0.2 mole) piperazine hexahydrate, 28 g. (0.2 mole) piperazine dihydrochloride and 150 ml. methanol is mixed, while stirring at ambient temperature, with 45 g. (0.2 mole) methyl 4-bromomethylbenzoate. The reaction mixture is left to stand for 2 days and suction filtered from the precipitate. The clear solution is evaporated and the residue is recrystallised from ethanol to give 39 g. (64%) of the desired compound as a monohydrochloride; m.p. 226°-227° C. Starting materials: C(C)(=O)OC1(C(C(C=C1)=O)CCCCC)C (3-acetoxy-2-n-pentyl-3-methyl-4-cyclopentenone), C1(=CC=CC=C1)C (toluene), C(C)(=O)[O-].[Na+] (sodium acetate). The solvent is C(C)(=O)O (acetic acid), C(C)(=O)O (acetic acid). Yields the product C(C)(=O)OC1C(=C(C(C1)=O)CCCCC)C (4-acetoxy-2-n-pentyl-3-methyl-2-cyclopentenone). Yield: 170.1%. Reaction SMILES: C(O[C:5]1([CH3:16])[CH:9]=[CH:8][C:7](=[O:10])[CH:6]1[CH2:11][CH2:12][CH2:13][CH2:14][CH3:15])(=O)C.C1(C)C=CC=CC=1.[C:24]([O-:27])(=[O:26])[CH3:25].[Na+]>C(O)(=O)C>[C:24]([O:27][CH:9]1[CH2:8][C:7](=[O:10])[C:6]([CH2:11][CH2:12][CH2:13][CH2:14][CH3:15])=[C:5]1[CH3:16])(=[O:26])[CH3:25] |f:2.3|. Reported procedure: In the same apparatus as in Example 1, 3-acetoxy-2-n-pentyl-3-methyl-4-cyclopentenone (22.4 g), toluene (60 ml), acetic acid (10 ml) and sodium acetate (4 g) were charged and heated for 10 hours with agitation. After the completion of the reaction, acetic acid was evaporated off under reduced pressure. The residue was extracted with toluene (70 ml) and water (50 ml) and treated as in Example 1 to obtain 4-acetoxy-2-n-pentyl-3-methyl-2-cyclopentenone (18.6 g). Yield, 83%, B.P., 125°-135° C./0.2-0...